This data is from the Open Reaction Database (ORD), a public repository of structured organic reaction records. The task is: describe an organic reaction: reactants, conditions, products, and yield Reactants: [OH-].[Na+] (sodium hydroxide), ClC1=NC(=C(N=C1)C)C (2-chloro-5,6-dimethylpyrazine), CN(C)CCN (unsym-dimethylethylenediamine), cuprous chloride. The solvent is O (water). Product: CN(CCNC1=NC(=C(N=C1)C)C)C (2-(2-Dimethylaminoethylamino)-5,6-dimethyl pyrazine). Reaction SMILES: Cl[C:2]1[CH:7]=[N:6][C:5]([CH3:8])=[C:4]([CH3:9])[N:3]=1.[CH3:10][N:11]([CH2:13][CH2:14][NH2:15])[CH3:12].[OH-].[Na+]>O>[CH3:10][N:11]([CH3:12])[CH2:13][CH2:14][NH:15][C:2]1[CH:7]=[N:6][C:5]([CH3:8])=[C:4]([CH3:9])[N:3]=1 |f:2.3|. Reported procedure: 2-chloro-5,6-dimethylpyrazine (12.8 g., 0.09 mole) is added to unsym-dimethylethylenediamine (26 g., 0.295 mole) containing cuprous chloride (0.25 g.) and the mixture is heated for 48 hours in an oil bath maintained at 135°-140° C. On cooling, 50 ml of water and a single molar excess of 10N sodium hydroxide are added. The mixture is extracted with methylene chloride. The organic extracts are backwashed with saturated sodium chloride solution, dried over sodium sulfate, filtered and concentrated ... Reported procedure: 4.76 g (44 mmol) of 2-amino-3-methylpyridine in solution in 50 mL of ethanol are added to a suspension of 10 g (44 mmol) of 2,3-dichloro-1,4-dihydro-1,4-dioxonaphthalene in 150 mL of ethanol that is brought to reflux. After 48 h of reflux, the reaction mixture is evaporated to dryness and purified on a flash column (support: silica; conditioning: heptane; eluent: dichloromethane) to produce 6 g of 5,6-dihydro-5,6-dioxo-11-methyl-naphtho[1',2':4,5]imidazo[1,2-a]pyridine in the form of orange crys... Reaction SMILES: [NH2:1][C:2]1[C:7]([CH3:8])=[CH:6][CH:5]=[CH:4][N:3]=1.Cl[C:10]1[C:11](=[O:22])[C:12]2[C:17]([C:18](=O)[C:19]=1Cl)=[CH:16][CH:15]=[CH:14][CH:13]=2.C([OH:25])C>>[O:22]=[C:11]1[C:12]2[CH:13]=[CH:14][CH:15]=[CH:16][C:17]=2[C:18]2[N:1]=[C:2]3[C:7]([CH3:8])=[CH:6][CH:5]=[CH:4][N:3]3[C:19]=2[C:10]1=[O:25]. Product: O=C1C(C2=C(N=C3N2C=CC=C3C)C=3C=CC=CC13)=O (5,6-dihydro-5,6-dioxo-11-methyl-naphtho[1',2':4,5]imidazo[1,2-a]pyridine). Isolated yield 52.0%. Starting materials: NC1=NC=CC=C1C (2-amino-3-methylpyridine), ClC=1C(C2=CC=CC=C2C(C1Cl)=O)=O (2,3-dichloro-1,4-dihydro-1,4-dioxonaphthalene), C(C)O (ethanol), C(C)O (ethanol).